This data is from the Open Reaction Database (ORD), a public repository of structured organic reaction records. The task is: describe an organic reaction: reactants, conditions, products, and yield The reactants are ClC=1C=C(C(=NC1)OC)NC1=NC(=CC=C1[N+](=O)[O-])N[C@@H](C)C1=NC=C(C=C1)F (N2-(5-chloro-2-methoxypyridin-3-yl)-N6-[(1S)-1-(5-fluoropyridin-2-yl)ethyl]-3-nitropyridine-2,6-diamine). The reagents and catalysts are [Ni] (Nickel). Solvent: C(C)(=O)OCC (ethyl acetate). The product is ClC=1C=C(C(=NC1)OC)NC1=NC(=CC=C1N)N[C@@H](C)C1=NC=C(C=C1)F (N2-(5-Chloro-2-methoxypyridin-3-yl)-N6-[(1S)-1-(5-fluoropyridin-2-yl)ethyl]pyridine-2,3,6-triamine). The yield is 67.7%. Reaction SMILES: [Cl:1][C:2]1[CH:3]=[C:4]([NH:10][C:11]2[C:16]([N+:17]([O-])=O)=[CH:15][CH:14]=[C:13]([NH:20][C@H:21]([C:23]3[CH:28]=[CH:27][C:26]([F:29])=[CH:25][N:24]=3)[CH3:22])[N:12]=2)[C:5]([O:8][CH3:9])=[N:6][CH:7]=1>C(OCC)(=O)C.[Ni]>[Cl:1][C:2]1[CH:3]=[C:4]([NH:10][C:11]2[C:16]([NH2:17])=[CH:15][CH:14]=[C:13]([NH:20][C@H:21]([C:23]3[CH:28]=[CH:27][C:26]([F:29])=[CH:25][N:24]=3)[CH3:22])[N:12]=2)[C:5]([O:8][CH3:9])=[N:6][CH:7]=1. Procedure details: A solution of N2-(5-chloro-2-methoxypyridin-3-yl)-N6-[(1S)-1-(5-fluoropyridin-2-yl)ethyl]-3-nitropyridine-2,6-diamine (Preparation 24b, 160 mg, 0.38 mmol) in ethyl acetate (11 mL) was hydrogenated using a H-Cube® Continuous-flow hydrogenation reactor and a Raney®-Nickel catalyst cartridge under a 80 bar pressure (flow=0.3 ml/min). Solvent was then concentrated to dryness under reduced pressure to yield the title compound (100 mg, 64%) as a green oil which was used in the next synthetic step with...